Dataset: the Open Reaction Database (ORD), a public repository of structured organic reaction records. Task: describe an organic reaction: reactants, conditions, products, and yield Reactants: C1(=CC=CC=C1)C1C(C2=CC=CC=C2CC1)=NO (2-phenyl-1-tetralone oxime), Br.C(C)OC(=O)[C@H]1CN(CCC1)CCBr ((R)-1-(2-bromoethyl)-3-piperidinecarboxylic acid ethyl ester hydrobromide), C([O-])([O-])=O.[K+].[K+] (potassium carbonate). The solvent is CC(=O)C (acetone). Reaction conditions: time 10 day. The product is C(C)OC(=O)[C@H]1CN(CCC1)CCON=C1C(CCC2=CC=CC=C12)C1=CC=CC=C1 ((R)-1-(2-(((2-phenyl-1,2,3,4-tetrahydro-1-naphthylidene)amino)oxy)ethyl)-3-piperidinecarboxylic acid ethyl ester). Isolated yield 34.0%. Reaction SMILES: [C:1]1([CH:7]2[CH2:16][CH2:15][C:14]3[C:9](=[CH:10][CH:11]=[CH:12][CH:13]=3)[C:8]2=[N:17][OH:18])[CH:6]=[CH:5][CH:4]=[CH:3][CH:2]=1.Br.[CH2:20]([O:22][C:23]([C@@H:25]1[CH2:30][CH2:29][CH2:28][N:27]([CH2:31][CH2:32]Br)[CH2:26]1)=[O:24])[CH3:21].C(=O)([O-])[O-].[K+].[K+]>CC(C)=O>[CH2:20]([O:22][C:23]([C@@H:25]1[CH2:30][CH2:29][CH2:28][N:27]([CH2:31][CH2:32][O:18][N:17]=[C:8]2[C:9]3[C:14](=[CH:13][CH:12]=[CH:11][CH:10]=3)[CH2:15][CH2:16][CH:7]2[C:1]2[CH:2]=[CH:3][CH:4]=[CH:5][CH:6]=2)[CH2:26]1)=[O:24])[CH3:21] |f:1.2,3.4.5|. Procedure: A mixture of the above oxime (1.0 g, 4.2 mmol), (R)-1-(2-bromoethyl)-3-piperidinecarboxylic acid ethyl ester hydrobromide (2.2 g, 6.3 mmol, EP 374801), potassium carbonate (1.5 g, 11 mmol) and acetone (25 ml) was stirred at ambient temperature for 10 days. The mixture was filtered and the solvent evaporated in vacuo. The residue was purified by column chromatography on silica gel (150 g, heptane/ethyl acetate=7/3) to give 0.6 g of (R)-1-(2-(((2-phenyl-1,2,3,4-tetrahydro-1-naphthylidene)amino)oxy... Starting materials: O(C1=CC=CC=C1)C1=CC=C(C=C1)O (4-phenoxyphenol), CN(C1=CC=CC=C1)C (dimethylaniline), ClC(=O)OC(Cl)(Cl)Cl (trichloromethyl chloroformate), OC1CCNCC1 (4-hydroxypiperidine), N1=CC=CC=C1 (pyridine). Solvent: C1=CC=CC=C1 (benzene), O1CCOCC1 (dioxane), C1=CC=CC=C1 (benzene), C1=CC=CC=C1 (benzene), C(Cl)Cl (methylene chloride), C1CCOC1 (THF). Run at time 24 hour. The product is O(C1=CC=CC=C1)C1=CC=C(C=C1)OC(=O)N1CCC(CC1)O (4-Hydroxy1-piperidinecarboxylic acid 4-phenoxyphenyl ester). The yield is 185.1%. Reaction SMILES: [O:1]([C:8]1[CH:13]=[CH:12][C:11]([OH:14])=[CH:10][CH:9]=1)[C:2]1[CH:7]=[CH:6][CH:5]=[CH:4][CH:3]=1.CN(C)C1C=CC=CC=1.Cl[C:25](OC(Cl)(Cl)Cl)=[O:26].[OH:32][CH:33]1[CH2:38][CH2:37][NH:36][CH2:35][CH2:34]1.N1C=CC=CC=1>C1C=CC=CC=1.O1CCOCC1.C(Cl)Cl.C1COCC1>[O:1]([C:8]1[CH:9]=[CH:10][C:11]([O:14][C:25]([N:36]2[CH2:37][CH2:38][CH:33]([OH:32])[CH2:34][CH2:35]2)=[O:26])=[CH:12][CH:13]=1)[C:2]1[CH:7]=[CH:6][CH:5]=[CH:4][CH:3]=1. Procedure: A solution of 4-phenoxyphenol (30 g, 0.16 mol) and dimethylaniline (20.4 ml, 0.16 mol) in 200 ml of benzene plus 9 ml of dioxane was added dropwise over 15 minutes under a nitrogen atmosphere to a solution of trichloromethyl chloroformate (9.7 ml, 0.08 mol) in 60 ml of benzene at ice bath temperature. After the addition, the cooling bath was removed and the stirring continued for 24 hours. The reaction mixture was filtered and the filtrate was then added dropwise under a nitrogen atmosphere to a...